This data is from the Open Reaction Database (ORD), a public repository of structured organic reaction records. The task is: describe an organic reaction: reactants, conditions, products, and yield Reactants: OC1=CC(OC2=CC=CC=C12)=O (4-hydroxycoumarin), BrC(CC)C1=CC(=CC=C1)Br (1-bromo-1-(3-bromophenyl)propane), CC(C1=CC=CC=C1)(C)C=1C(OC2=CC=CC=C2C1O)=O (3-(α,α-dimethylbenzyl)4-hydroxy coumarin). Solvent: C(Cl)Cl (methylene chloride). Run at temperature 175 celsius. The product is BrC=1C=C(C=CC1)C(CC)C=1C(OC2=CC=CC=C2C1O)=O (3-(1'-(3-Bromophenyl)propyl)-4-hydroxycoumarin). As a reaction SMILES: [OH:1][C:2]1[C:11]2[C:6](=[CH:7][CH:8]=[CH:9][CH:10]=2)[O:5][C:4](=[O:12])[CH:3]=1.Br[CH:14]([C:17]1[CH:22]=[CH:21][CH:20]=[C:19]([Br:23])[CH:18]=1)[CH2:15][CH3:16].CC(C1C(=O)OC2C(C=1O)=CC=CC=2)(C)C1C=CC=CC=1>C(Cl)Cl>[Br:23][C:19]1[CH:18]=[C:17]([CH:14]([C:3]2[C:4](=[O:12])[O:5][C:6]3[C:11]([C:2]=2[OH:1])=[CH:10][CH:9]=[CH:8][CH:7]=3)[CH2:15][CH3:16])[CH:22]=[CH:21][CH:20]=1. Reported procedure: A mixture of 4-hydroxycoumarin (898 mg) and 1-bromo-1-(3-bromophenyl)propane of Preparation 39 (3.08 g) under nitrogen is sealed in a screw-cap vial and placed in an oil bath at 100° C. The mixture is heated to 175° C. over approximately 45 rain, and the resulting melt is stirred at this temperature for 45 rain, cooled to RT, diluted with methylene chloride (45 mL), washed with water (10 mL) and saline (10 mL), dried over sodium sulfate, and concentrated under reduced pressure to give a residue ...